This data is from the Open Reaction Database (ORD), a public repository of structured organic reaction records. The task is: describe an organic reaction: reactants, conditions, products, and yield Starting materials: CN(C1=CC=C(C=C1)C1CC(=[N+](C1(C)C)[O-])C1=CC=CC=C1)C (4-(p-dimethylaminophenyl)-5,5-dimethyl-2-phenyl-1-pyrroline 1-oxide), C(C)O (ethanol). The reagents and catalysts are [Zn] (zinc). The solvent is C(=O)O (formic acid). Yields the product CN(C1=CC=C(C=C1)[C@@H]1C(N[C@H](C1)C1=CC=CC=C1)(C)C)C (trans-3-(p-dimethylaminophenyl)-2,2-dimethyl-5-phenyl-pyrrolidine). Reaction SMILES: [CH3:1][N:2]([CH3:23])[C:3]1[CH:8]=[CH:7][C:6]([CH:9]2[C:13]([CH3:15])([CH3:14])[N+:12]([O-])=[C:11]([C:17]3[CH:22]=[CH:21][CH:20]=[CH:19][CH:18]=3)[CH2:10]2)=[CH:5][CH:4]=1.C(O)C>[Zn].C(O)=O>[CH3:1][N:2]([CH3:23])[C:3]1[CH:4]=[CH:5][C:6]([C@H:9]2[CH2:10][C@H:11]([C:17]3[CH:22]=[CH:21][CH:20]=[CH:19][CH:18]=3)[NH:12][C:13]2([CH3:14])[CH3:15])=[CH:7][CH:8]=1. Procedure details: 47 G. of 4-(p-dimethylaminophenyl)-5,5-dimethyl-2-phenyl-1-pyrroline 1-oxide are dissolved in a mixture of 400 ml. of ethanol and 400 ml. of formic acid and treated portionwise while stirring with 80 g. of zinc powder. The temperature is held at 43° C. during this addition. Subsequently, the mixture is stirred for a further 2 hours, the zinc sludge is then filtered off and the filtrate evaporated under reduced pressure. The residue is taken up in water, neutralized with 3-N sodium hydroxide and ...